The task is: describe an organic reaction: reactants, conditions, products, and yield. This data is from the Open Reaction Database (ORD), a public repository of structured organic reaction records. The reactants are [Al+3], C1CCOC1, CNC(=O)CC(c1c[nH]c2ncccc12)C1CCCCC1, [H-], [H-], [H-], [H-], [Li+]. Product: CNCCC(c1c[nH]c2ncccc12)C1CCCCC1. Reaction SMILES: [Al+3:23].[CH2:28]1[O:29][CH2:30][CH2:31][CH2:32]1.[CH:1]1([CH:7]([CH2:8][C:9](=[O:10])[NH:11][CH3:12])[c:13]2[cH:14][nH:15][c:16]3[n:17][cH:18][cH:19][cH:20][c:21]23)[CH2:2][CH2:3][CH2:4][CH2:5][CH2:6]1.[H-:22].[H-:25].[H-:26].[H-:27].[Li+:24]>>[CH:1]1([CH:7]([CH2:8][CH2:9][NH:11][CH3:12])[c:13]2[cH:14][nH:15][c:16]3[n:17][cH:18][cH:19][cH:20][c:21]23)[CH2:2][CH2:3][CH2:4][CH2:5][CH2:6]1. Reactants: FC=1C=C2C(=NC1CN(C(OC(C)(C)C)=O)C)C=CN2COCC[Si](C)(C)C (tert-butyl (6-fluoro-1-((2-(trimethylsilyl)ethoxy)methyl)-1H-Pyrrolo[3,2-b]pyridin-5-yl)methyl(methyl)carbamate). Run in C(Cl)Cl (CH2Cl2), C(=O)(C(F)(F)F)O (TFA). Reaction conditions: time 2 hour. Yields the product FC=1C=C2C(=NC1CNC)C=CN2COCC[Si](C)(C)C ((6-fluoro-1-((2-(trimethylsilyl)ethoxy)methyl)-1H-pyrrolo[3,2-b]pyridin-5-yl)-N-methylmethanamine). The yield is 77.6%. Reaction SMILES: [F:1][C:2]1[CH:3]=[C:4]2[N:20]([CH2:21][O:22][CH2:23][CH2:24][Si:25]([CH3:28])([CH3:27])[CH3:26])[CH:19]=[CH:18][C:5]2=[N:6][C:7]=1[CH2:8][N:9](C)[C:10](=O)OC(C)(C)C>C(Cl)Cl.C(O)(C(F)(F)F)=O>[F:1][C:2]1[CH:3]=[C:4]2[N:20]([CH2:21][O:22][CH2:23][CH2:24][Si:25]([CH3:26])([CH3:28])[CH3:27])[CH:19]=[CH:18][C:5]2=[N:6][C:7]=1[CH2:8][NH:9][CH3:10]. Reported procedure: A mixture of tert-butyl (6-fluoro-1-((2-(trimethylsilyl)ethoxy)methyl)-1H-Pyrrolo[3,2-b]pyridin-5-yl)methyl(methyl)carbamate (200 mg, 0.5 mmol) in CH2Cl2 (5 mL) and TFA (0.5 mL) was stirred at RT for 2 h. The reaction mixture was cooled to 0° C. and then quenched by adding a sat'd. aq. NaHCO3 until the pH was about 8. The mixture was extracted with EtOAc (20 mL×2), and the combined extracts dried (MgSO4), filtered and concentrated under reduced pressure to afford 120 mg (70%) of (6-fluoro-1-((2-... Starting materials: CCOC(=O)C1CCOc2c1cc(Cl)c(Oc1ccc(C(=O)OC(C)(C)C)cc1[N+](=O)[O-])c2Br, Cc1ccccc1, C1CCC(P(C2CCCCC2)C2CCCCC2)CC1, OB(O)C1CC1, [K+], [K+], [K+], CC(=O)[O-], CC(=O)[O-], O, O=P([O-])([O-])[O-], [Pd+2]. Yields the product CCOC(=O)C1CCOc2c1cc(Cl)c(Oc1ccc(C(=O)OC(C)(C)C)cc1[N+](=O)[O-])c2C1CC1. Reaction SMILES: [Br:1][c:2]1[c:3]([O:18][c:19]2[c:20]([N+:32](=[O:33])[O-:34])[cH:21][c:22]([C:25](=[O:26])[O:27][C:28]([CH3:29])([CH3:30])[CH3:31])[cH:23][cH:24]2)[c:4]([Cl:17])[cH:5][c:6]2[c:11]1[O:10][CH2:9][CH2:8][CH:7]2[C:12](=[O:13])[O:14][CH2:15][CH3:16].[CH3:68][c:69]1[cH:70][cH:71][cH:72][cH:73][cH:74]1.[CH:43]1([P:44]([CH:48]2[CH2:49][CH2:50][CH2:51][CH2:52][CH2:53]2)[CH:56]2[CH2:47][CH2:46][CH2:45][CH2:60][CH2:61]2)[CH2:54][CH2:55][CH2:57][CH2:58][CH2:59]1.[CH:62]1([B:63]([OH:64])[OH:65])[CH2:66][CH2:67]1.[K+:40].[K+:41].[K+:42].[O-:76][C:77]([CH3:78])=[O:79].[O-:80][C:81]([CH3:82])=[O:83].[OH2:84].[P:35]([O-:36])([O-:37])([O-:38])=[O:39].[Pd+2:75]>>[c:2]1([CH:60]2[CH2:56][CH2:61]2)[c:3]([O:18][c:19]2[c:20]([N+:32](=[O:33])[O-:34])[cH:21][c:22]([C:25](=[O:26])[O:27][C:28]([CH3:29])([CH3:30])[CH3:31])[cH:23][cH:24]2)[c:4]([Cl:17])[cH:5][c:6]2[c:11]1[O:10][CH2:9][CH2:8][CH:7]2[C:12](=[O:13])[O:14][CH2:15][CH3:16]. Reactants: BrC1=NN(C(=N1)Br)CC1=CC=C(C=C1)OC (3,5-dibromo-1-(4-methoxybenzyl)-1H-1,2,4-triazole), N1CCCC1 (pyrrolidine), crude material. Solvent: CN(C=O)C (dimethyl formamide). Product: BrC1=NN(C(=N1)N1CCCC1)CC1=CC=C(C=C1)OC (3-bromo-1-(4-methoxy-benzyl)-5-pyrrolidin-1-yl-1H-[1,2,4]triazole). The yield is 49.4%. Reaction SMILES: [Br:1][C:2]1[N:6]=[C:5](Br)[N:4]([CH2:8][C:9]2[CH:14]=[CH:13][C:12]([O:15][CH3:16])=[CH:11][CH:10]=2)[N:3]=1.[NH:17]1[CH2:21][CH2:20][CH2:19][CH2:18]1>CN(C)C=O>[Br:1][C:2]1[N:6]=[C:5]([N:17]2[CH2:21][CH2:20][CH2:19][CH2:18]2)[N:4]([CH2:8][C:9]2[CH:14]=[CH:13][C:12]([O:15][CH3:16])=[CH:11][CH:10]=2)[N:3]=1. Procedure: A mixture of 3,5-dibromo-1-(4-methoxybenzyl)-1H-1,2,4-triazole (1.268 g, 3.65 mmol, Eq: 1.00) and pyrrolidine (273 mg, 317 μl, 3.84 mmol, Eq: 1.05) in dimethyl formamide (12 ml) was heated for 18 hours to 110° C. under argon atmosphere. The crude material was applied on silicagel and purified by flash chromatography over a 50 g silicagel column using heptane/ethyl acetate 30-50% as eluent affording 3-bromo-1-(4-methoxy-benzyl)-5-pyrrolidin-1-yl-1H-[1,2,4]triazole (608 mg/49.3%) as a colorless oi... Reactants: BrC=1N(C=2C=C(C=C(C2C1C)C(=O)OC)Cl)C(C)C (methyl 2-bromo-6-chloro-1-isopropyl-3-methyl-1H-indole-4-carboxylate), CB1OB(OB(O1)C)C (Trimethylboroxine), C([O-])([O-])=O.[K+].[K+] (potassium carbonate), CB1OB(OB(O1)C)C (Trimethylboroxine). Reagents/catalysts: C=1C=CC(=CC1)[P](C=2C=CC=CC2)(C=3C=CC=CC3)[Pd]([P](C=4C=CC=CC4)(C=5C=CC=CC5)C=6C=CC=CC6)([P](C=7C=CC=CC7)(C=8C=CC=CC8)C=9C=CC=CC9)[P](C=1C=CC=CC1)(C=1C=CC=CC1)C=1C=CC=CC1 (palladium tetrakis). The solvent is O1CCOCC1 (1,4-Dioxane). Run at temperature 110 celsius, time 18 hour. Yields the product ClC=1C=C(C=2C(=C(N(C2C1)C(C)C)C)C)C(=O)OC (methyl 6-chloro-1-isopropyl-2,3-dimethyl-1H-indole-4-carboxylate). Yield: 81.3%. As a reaction SMILES: Br[C:2]1[N:3]([CH:17]([CH3:19])[CH3:18])[C:4]2[CH:5]=[C:6]([Cl:16])[CH:7]=[C:8]([C:12]([O:14][CH3:15])=[O:13])[C:9]=2[C:10]=1[CH3:11].[CH3:20]B1OB(C)OB(C)O1.C(=O)([O-])[O-].[K+].[K+]>O1CCOCC1.C1C=CC([P]([Pd]([P](C2C=CC=CC=2)(C2C=CC=CC=2)C2C=CC=CC=2)([P](C2C=CC=CC=2)(C2C=CC=CC=2)C2C=CC=CC=2)[P](C2C=CC=CC=2)(C2C=CC=CC=2)C2C=CC=CC=2)(C2C=CC=CC=2)C2C=CC=CC=2)=CC=1>[Cl:16][C:6]1[CH:7]=[C:8]([C:12]([O:14][CH3:15])=[O:13])[C:9]2[C:10]([CH3:11])=[C:2]([CH3:20])[N:3]([CH:17]([CH3:19])[CH3:18])[C:4]=2[CH:5]=1 |f:2.3.4,^1:44,46,65,84|. Reported procedure: To a stirred solution of methyl 2-bromo-6-chloro-1-isopropyl-3-methyl-1H-indole-4-carboxylate (0.50 g, 1.451 mmol), Trimethylboroxine (0.30 mL, 2.146 mmol) and potassium carbonate (0.31 g, 2.243 mmol) in 1,4-Dioxane (20 mL) under N2 was added palladium tetrakis (0.18 g, 0.156 mmol). The reaction was heated to 110° C. and stirred for 18 hr. After 3 hr an additional 100 uL Trimethylboroxine was added. The reaction was concentrated under vacuum, taken up in EtOAc, washed with water, dried (MgSO4), ... Reactants: ClCCC12CC3=CC(=C(C(=C3C2=CC(CC1)=O)Cl)Cl)OCC(=O)O ({[9a-(2-Chloroethyl)-5,6-dichloro-3-oxo-2,3,9,9a-tetrahydro-1H-fluoren-7-yl]oxy}acetic acid), C([O-])(O)=O.[Na+] (sodium bicarbonate), final solution. The solvent is O (water). The product is ClCCC12CC3=CC(=C(C(=C3C2=CC(CC1)=O)Cl)Cl)OCC(=O)[O-].[Na+] (Sodium {[9a-(2-chloroethyl)-5,6-dichloro-3-oxo-2,3,9,9a-tetrahydro-1H-fluoren-7-yl]oxy}acetate). As a reaction SMILES: [Cl:1][CH2:2][CH2:3][C:4]12[CH2:16][CH2:15][C:14](=[O:17])[CH:13]=[C:12]1[C:11]1[C:6](=[CH:7][C:8]([O:20][CH2:21][C:22]([OH:24])=[O:23])=[C:9]([Cl:19])[C:10]=1[Cl:18])[CH2:5]2.C(=O)(O)[O-].[Na+:29]>O>[Cl:1][CH2:2][CH2:3][C:4]12[CH2:16][CH2:15][C:14](=[O:17])[CH:13]=[C:12]1[C:11]1[C:6](=[CH:7][C:8]([O:20][CH2:21][C:22]([O-:24])=[O:23])=[C:9]([Cl:19])[C:10]=1[Cl:18])[CH2:5]2.[Na+:29] |f:1.2,4.5|. Procedure details: {[9a-(2-Chloroethyl)-5,6-dichloro-3-oxo-2,3,9,9a-tetrahydro-1H-fluoren-7-yl]oxy}acetic acid (500 mg) is dissolved by stirring and warming with 0.25N sodium bicarbonate solution (5.4 ml). The solution is diluted to 10 ml and sterilized by filtration. All the water that is used in the preparation is pyrogen-free. The concentration of the active agent in the final solution is 5%. Reaction SMILES: [O:1](C(OC(C)(C)C)=O)[C:2]([O:4][C:5]([CH3:8])([CH3:7])[CH3:6])=O.[F:16][C:17]([F:33])([F:32])[C:18]([C:24]1[CH:29]=[CH:28][C:27]([CH:30]=[CH2:31])=[CH:26][CH:25]=1)([OH:23])[C:19]([F:22])([F:21])[F:20].C([O-])([O-])=O.[K+].[K+]>C1COCC1>[C:2](=[O:1])([O:23][C:18]([C:24]1[CH:29]=[CH:28][C:27]([CH:30]=[CH2:31])=[CH:26][CH:25]=1)([C:19]([F:21])([F:20])[F:22])[C:17]([F:32])([F:33])[F:16])[O:4][C:5]([CH3:8])([CH3:7])[CH3:6] |f:2.3.4|. Starting materials: O(C(=O)OC(C)(C)C)C(=O)OC(C)(C)C ((t-BOC)2O), FC(C(C(F)(F)F)(O)C1=CC=C(C=C1)C=C)(F)F (1,1,1,3,3,3-Hexafluoro-2-(4-vinylphenyl)-2-propanol), C(=O)([O-])[O-].[K+].[K+] (K2CO3). Procedure details: The title compound was prepared by a modification of the procedure of Przybilla, described in German Patent No. DE42072261A1 (Sep. 9, 1993), herein incorporated by reference. 9.35 mL of (t-BOC)2O (40.70 mmol) in THF (10 mL) was added to a mixture of 1,1,1,3,3,3-Hexafluoro-2-(4-vinylphenyl)-2-propanol (10.00 g, 37.01 mmol) and K2CO3 (10.00 g, 72.35 mmol) in THF (90 mL) was added. The reaction mixture was allowed to stir at room temperature for 4 days, concentrated, then partitioned between hexane... Product: C(OC(C)(C)C)(OC(C(F)(F)F)(C(F)(F)F)C1=CC=C(C=C1)C=C)=O (tert-Butyl 1,1,1,3,3,3-Hexafluoro-2-(4-vinylphenyl)-2-propyl Carbonate), pale yellow oil. The solvent is C1CCOC1 (THF), C1CCOC1 (THF). Conditions: time 4 day. Starting materials: Cl (HCl), OCCN=C(C=1C(C(=O)O)=C(C(=C(C1Cl)Cl)Cl)Cl)O (tetrachlorophthalic acid N-2-hydroxyethylimide), CC1=CC=C(C=C1)S (p-thiocresol), C([O-])([O-])=O.[K+].[K+] (potassium carbonate). The solvent is O1CCCC1 (tetrahydrofuran). The product is OCCN=C(C=1C(C(=O)O)=C(C(=C(C1Cl)Cl)SC1=CC=C(C=C1)C)Cl)O (4-(p-Tolylthio)-3,5,6-trichlorophthalic acid N-2-hydroxyethylimide). RXN SMILES: [OH:1][CH2:2][CH2:3][N:4]=[C:5]([OH:19])[C:6]1[C:7](=[C:11]([Cl:18])[C:12](Cl)=[C:13]([Cl:16])[C:14]=1[Cl:15])[C:8]([OH:10])=[O:9].[CH3:20][C:21]1[CH:26]=[CH:25][C:24]([SH:27])=[CH:23][CH:22]=1.C(=O)([O-])[O-].[K+].[K+].Cl>O1CCCC1>[OH:1][CH2:2][CH2:3][N:4]=[C:5]([OH:19])[C:6]1[C:7](=[C:11]([Cl:18])[C:12]([S:27][C:24]2[CH:25]=[CH:26][C:21]([CH3:20])=[CH:22][CH:23]=2)=[C:13]([Cl:16])[C:14]=1[Cl:15])[C:8]([OH:10])=[O:9] |f:2.3.4|. Reported procedure: 2 g (6.08 millimols) of tetrachlorophthalic acid N-2-hydroxyethylimide, 0.79 g (6.38 millimols) of p-thiocresol, 2.52 g (18.24 millimols) of potassium carbonate and 20 ml of tetrahydrofuran are stirred at 25° C. for 20 hours. The mixture is acidified with dilute HCl solution and extracted with methylene chloride and the extracts are dried over sodium sulfate. After recrystallisation from toluene, 1.41 g (56% of theory) of the title compound are obtained: melting point 205°-9° C.